From a dataset of the Open Reaction Database (ORD), a public repository of structured organic reaction records. describe an organic reaction: reactants, conditions, products, and yield Starting materials: Cc1cc(C)c(CCBr)c(C)c1, COc1ccc(OC)c(Sc2nc3c(N)ncnc3[nH]2)c1. The product is COc1ccc(OC)c(Sc2nc3c(N)ncnc3n2CCc2c(C)cc(C)cc2C)c1. As a reaction SMILES: [Br:22][CH2:23][CH2:24][c:25]1[c:26]([CH3:33])[cH:27][c:28]([CH3:32])[cH:29][c:30]1[CH3:31].[CH3:1][O:2][c:3]1[c:4]([S:11][c:12]2[nH:13][c:14]3[n:15][cH:16][n:17][c:18]([NH2:21])[c:19]3[n:20]2)[cH:5][c:6]([O:9][CH3:10])[cH:7][cH:8]1>>[CH3:1][O:2][c:3]1[c:4]([S:11][c:12]2[n:13]([CH2:23][CH2:24][c:25]3[c:26]([CH3:33])[cH:27][c:28]([CH3:32])[cH:29][c:30]3[CH3:31])[c:14]3[n:15][cH:16][n:17][c:18]([NH2:21])[c:19]3[n:20]2)[cH:5][c:6]([O:9][CH3:10])[cH:7][cH:8]1. Reactants: NC1CCCc2ccccc21, O=Cc1cc(F)cc(F)c1. The product is Fc1cc(F)cc(CNC2CCCc3ccccc32)c1. Reaction SMILES: [CH:11]1([NH2:21])[CH2:12][CH2:13][CH2:14][c:15]2[cH:16][cH:17][cH:18][cH:19][c:20]21.[F:1][c:2]1[cH:3][c:4]([CH:5]=[O:6])[cH:7][c:8]([F:10])[cH:9]1>>[F:1][c:2]1[cH:3][c:4]([CH2:5][NH:21][CH:11]2[CH2:12][CH2:13][CH2:14][c:15]3[cH:16][cH:17][cH:18][cH:19][c:20]32)[cH:7][c:8]([F:10])[cH:9]1. The reactants are C1(=CC=CC=C1)C1=CC(NC(=C1)C1=CC=CC=C1)=O (4,6-diphenyl-2-pyridone), BrCCCCCC#N (6-bromohexanonitrile). Reagents/catalysts: C([O-])([O-])=O.[Ag+2] (silver carbonate). Solvent: C1(=CC=CC=C1)C (toluene). Yields the product C1(=CC=CC=C1)C1=CC(=NC(=C1)C1=CC=CC=C1)OCCCCCC#N (6-[(4,6-diphenyl-2-pyridyl)oxy]hexanonitrile). As a reaction SMILES: [C:1]1([C:7]2[CH:12]=[C:11]([C:13]3[CH:18]=[CH:17][CH:16]=[CH:15][CH:14]=3)[NH:10][C:9](=[O:19])[CH:8]=2)[CH:6]=[CH:5][CH:4]=[CH:3][CH:2]=1.Br[CH2:21][CH2:22][CH2:23][CH2:24][CH2:25][C:26]#[N:27]>C(=O)([O-])[O-].[Ag+2].C1(C)C=CC=CC=1>[C:1]1([C:7]2[CH:12]=[C:11]([C:13]3[CH:14]=[CH:15][CH:16]=[CH:17][CH:18]=3)[N:10]=[C:9]([O:19][CH2:21][CH2:22][CH2:23][CH2:24][CH2:25][C:26]#[N:27])[CH:8]=2)[CH:2]=[CH:3][CH:4]=[CH:5][CH:6]=1 |f:2.3|. Procedure details: The procedure of Example 4 is followed using 4,6-diphenyl-2-pyridone (6.18 g) and 6-bromohexanonitrile (6.60 g) in place of 6-bromohexanoate, silver carbonate (6.89 g) and toluene (300 cc) and the reaction mixture is refluxed for 72 hours. The material formed is purified by chromatography under pressure on silica gel (30-60 mm; eluent: n-hexane-ethyl acetate 9.5-0.5) to obtain 6-[(4,6-diphenyl-2-pyridyl)oxy]hexanonitrile as a white solid which is used directly in subsequent reactions. Starting materials: COc1c(C)cnc(Cn2cc(C#CCCCNC(=O)OC(C)(C)C)c3c(Cl)nc(N)nc32)c1C, ClCCl, O=C(O)C(F)(F)F. Yields the product COc1c(C)cnc(Cn2cc(C#CCCCN)c3c(Cl)nc(N)nc32)c1C. RXN SMILES: [C:1]([O:2][C:3](=[O:4])[NH:7][CH2:8][CH2:9][CH2:10][C:11]#[C:12][c:13]1[cH:14][n:15]([CH2:24][c:25]2[n:26][cH:27][c:28]([CH3:34])[c:29]([O:32][CH3:33])[c:30]2[CH3:31])[c:16]2[n:17][c:18]([NH2:23])[n:19][c:20]([Cl:22])[c:21]12)([CH3:5])([CH3:6])[CH3:35].[Cl:43][CH2:44][Cl:45].[F:36][C:37]([F:38])([F:39])[C:40]([OH:41])=[O:42]>>[NH2:7][CH2:8][CH2:9][CH2:10][C:11]#[C:12][c:13]1[cH:14][n:15]([CH2:24][c:25]2[n:26][cH:27][c:28]([CH3:34])[c:29]([O:32][CH3:33])[c:30]2[CH3:31])[c:16]2[n:17][c:18]([NH2:23])[n:19][c:20]([Cl:22])[c:21]12. Starting materials: ClC1=C(C(=CC=C1)Cl)N1C(NC2=NC(=NC=C2C1)SC)=O (3-(2,6-dichlorophenyl)-7-methylthio-3,4-dihydropyrimido[4,5-d]pyrimidine-2(1H)-one), ClC1=CC(=CC=C1)C(=O)OO (3-chloroperbenzoic acid), C([O-])(O)=O.[Na+] (sodium bicarbonate), CS(=O)C (dimethyl sulfoxide). Run in ClCCl (dichloromethane). Conditions: time 18 hour. The product is ClC1=C(C(=CC=C1)Cl)N1C(NC2=NC(=NC=C2C1)S(=O)(=O)C)=O (3-(2,6-dichlorophenyl)-7-methanesulfonyl-3,4-dihydropyrimido[4,5-d]pyrimidin-2(1H)-one). Yield: 100.0%. RXN SMILES: [Cl:1][C:2]1[CH:7]=[CH:6][CH:5]=[C:4]([Cl:8])[C:3]=1[N:9]1[CH2:18][C:17]2[C:12](=[N:13]C(SC)=[N:15][CH:16]=2)[NH:11][C:10]1=[O:21].ClC1C=CC=C(C(OO)=[O:30])C=1.[CH3:33][S:34]([CH3:36])=[O:35].C(=O)(O)[O-].[Na+]>ClCCl>[Cl:1][C:2]1[CH:7]=[CH:6][CH:5]=[C:4]([Cl:8])[C:3]=1[N:9]1[CH2:18][C:17]2[C:12](=[N:13][C:33]([S:34]([CH3:36])(=[O:30])=[O:35])=[N:15][CH:16]=2)[NH:11][C:10]1=[O:21] |f:3.4|. Procedure details: A solution of 220 mg (0.64 mmol) of 3-(2,6-dichlorophenyl)-7-methylthio-3,4-dihydropyrimido[4,5-d]pyrimidine-2(1H)-one in 10 ml of dichloromethane was treated with 440 mg (1.28 mmol) of 3-chloroperbenzoic acid (50% w/w in water) and stirred for 18 hours. 0.2 ml of dimethyl sulfoxide was added. After a further 15 minutes 15 ml of saturated aqueous sodium bicarbonate solution were added. The phases were separated and then the organic phase was washed with 30 ml of saturated aqueous sodium bicarbon... Starting materials: CC(C)(C)c1cc(N)cc(C(C)(C)C)c1O, CCOC(C)=O, O=C=NCCCl, CN(C)C=O, O. Product: CC(C)(C)c1cc(NC(=O)NCCCl)cc(C(C)(C)C)c1O. As a reaction SMILES: [C:7]([CH3:8])([CH3:9])([CH3:10])[c:11]1[c:12]([OH:22])[c:13]([C:18]([CH3:19])([CH3:20])[CH3:21])[cH:14][c:15]([NH2:17])[cH:16]1.[CH3:28][CH2:29][O:30][C:31](=[O:32])[CH3:33].[Cl:1][CH2:2][CH2:3][N:4]=[C:5]=[O:6].[O:23]=[CH:24][N:25]([CH3:26])[CH3:27].[OH2:34]>>[Cl:1][CH2:2][CH2:3][NH:4][C:5](=[O:6])[NH:17][c:15]1[cH:14][c:13]([C:18]([CH3:19])([CH3:20])[CH3:21])[c:12]([OH:22])[c:11]([C:7]([CH3:8])([CH3:9])[CH3:10])[cH:16]1. Reactants: CCOc1c(Br)ccc(C(=O)O)c1N(CC)S(C)(=O)=O, CC(=O)O, [Na+], [OH-], O, O=S(=O)(O)O. Yields the product CCNc1c(C(=O)O)ccc(Br)c1OCC. Reaction SMILES: [Br:10][c:11]1[c:12]([O:27][CH2:28][CH3:29])[c:13]([N:20]([S:21]([CH3:22])(=[O:23])=[O:24])[CH2:25][CH3:26])[c:14]([C:15](=[O:16])[OH:17])[cH:18][cH:19]1.[CH3:6][C:7](=[O:8])[OH:9].[Na+:31].[OH-:30].[OH2:32].[S:1](=[O:2])(=[O:3])([OH:4])[OH:5]>>[Br:10][c:11]1[c:12]([O:27][CH2:28][CH3:29])[c:13]([NH:20][CH2:25][CH3:26])[c:14]([C:15](=[O:16])[OH:17])[cH:18][cH:19]1. Reactants: C(C)(C)(C)OC(=O)C1C(N(C2=C(CC1)C=CC(=C2)OC)CC)=O (3-tert-butoxycarbonyl-1-ethyl-8-methoxy-2,3,4,5-tetrahydro-1H-1-benzazepine-2-one), C1CC(=O)N(C1=O)Br (NBS), C/C(=N\[Si](C)(C)C)/O[Si](C)(C)C (N,O-bis(trimethylsilyl)acetamide), C(Cl)(Cl)(Cl)Cl (carbon tetrachloride). Solvent: C(Cl)Cl (DCM). The product is C(C)(C)(C)OC(=O)C1C(N(C2=C(C=C1)C=CC(=C2)OC)CC)=O (3-tert-Butoxycarbonyl-1-ethyl-8-methoxy-2,3-dihydro-1H-1-benzazepine-2-one). Isolated yield 125.1%. Reaction SMILES: [C:1]([O:5][C:6]([CH:8]1[CH2:14][CH2:13][C:12]2[CH:15]=[CH:16][C:17]([O:19][CH3:20])=[CH:18][C:11]=2[N:10]([CH2:21][CH3:22])[C:9]1=[O:23])=[O:7])([CH3:4])([CH3:3])[CH3:2].C1C(=O)N(Br)C(=O)C1.C/C(/O[Si](C)(C)C)=N\[Si](C)(C)C.C(Cl)(Cl)(Cl)Cl>C(Cl)Cl>[C:1]([O:5][C:6]([CH:8]1[CH:14]=[CH:13][C:12]2[CH:15]=[CH:16][C:17]([O:19][CH3:20])=[CH:18][C:11]=2[N:10]([CH2:21][CH3:22])[C:9]1=[O:23])=[O:7])([CH3:4])([CH3:3])[CH3:2]. Procedure details: A three-necked flask, equipped with reflux condenser, was charged with 3-tert-butoxycarbonyl-1-ethyl-8-methoxy-2,3,4,5-tetrahydro-1H-1-benzazepine-2-one (4.0 g, 12.52 mmol), NBS (2.452 g, 13.76 mmol), N,O-bis(trimethylsilyl)acetamide (1.712 mL, 6.88 mmol), BPO (ca. 20 mg) and carbon tetrachloride (160 mL). The suspension was heated to reflux when another portion (ca. 20 mg) of BPO was added. After being refluxed for 3 hrs, the reaction mixture was diluted with DCM (100 mL), washed with water and... Product: Cc1cccc2[nH]cc(C(=O)Nc3ccc(N4C5CCC4CC5)cc3C#N)c(=O)c12. Reaction SMILES: [CH2:32]([P:33](=[O:34])([OH:35])[OH:36])[CH2:37][CH3:38].[CH3:1][c:2]1[c:3]2[c:4](=[O:15])[c:5]([C:12](=[O:13])[OH:14])[cH:6][nH:7][c:8]2[cH:9][cH:10][cH:11]1.[CH3:45][CH:46]1[CH2:47][CH2:48][CH2:49][O:50]1.[CH3:51][CH2:52][O:53][C:54](=[O:55])[CH3:56].[NH2:16][c:17]1[c:18]([C:19]#[N:20])[cH:21][c:22]([N:25]2[CH:26]3[CH2:27][CH2:28][CH:29]2[CH2:30][CH2:31]3)[cH:23][cH:24]1.[cH:39]1[cH:40][cH:41][n:42][cH:43][cH:44]1>>[CH3:1][c:2]1[c:3]2[c:4](=[O:15])[c:5]([C:12](=[O:14])[NH:16][c:17]3[c:18]([C:19]#[N:20])[cH:21][c:22]([N:25]4[CH:26]5[CH2:27][CH2:28][CH:29]4[CH2:30][CH2:31]5)[cH:23][cH:24]3)[cH:6][nH:7][c:8]2[cH:9][cH:10][cH:11]1. Reactants: CCCP(=O)(O)O, Cc1cccc2[nH]cc(C(=O)O)c(=O)c12, CC1CCCO1, CCOC(C)=O, N#Cc1cc(N2C3CCC2CC3)ccc1N, c1ccncc1.